Dataset: the Open Reaction Database (ORD), a public repository of structured organic reaction records. Task: describe an organic reaction: reactants, conditions, products, and yield Starting materials: C1CCOC1 (THF), C(C)(C)(C)OC(/C=C/C=1C=C2C(N(C=NC2=CC1)C=1C=C(C(=O)OC)C=CC1C)=O)=O (methyl 3-[6-[(1E)-3-tert-butoxy-3-oxoprop-1-en-1-yl]-4-oxoquinazolin-3(4H)-yl]-4-methylbenzoate), I(=O)(=O)(=O)[O-].[Na+] (sodium periodate), C1CCOC1 (THF). The reagents and catalysts are [Os](=O)(=O)(=O)=O (osmium tetroxide). Run in C(C)(C)(C)O (tert-butanol), O (water). Reaction conditions: time 72 hour. Product: C(=O)C=1C=C2C(N(C=NC2=CC1)C=1C=C(C(=O)OC)C=CC1C)=O (methyl 3-(6-formyl-4-oxoquinazolin-3(4H)-yl)-4-methylbenzoate). Reaction SMILES: C(OC(=O)/C=C/[C:9]1[CH:10]=[C:11]2[C:16](=[CH:17][CH:18]=1)[N:15]=[CH:14][N:13]([C:19]1[CH:20]=[C:21]([CH:26]=[CH:27][C:28]=1[CH3:29])[C:22]([O:24][CH3:25])=[O:23])[C:12]2=[O:30])(C)(C)C.I([O-])(=O)(=O)=O.[Na+].C1C[O:41][CH2:40]C1>O.C(O)(C)(C)C.[Os](=O)(=O)(=O)=O>[CH:40]([C:9]1[CH:10]=[C:11]2[C:16](=[CH:17][CH:18]=1)[N:15]=[CH:14][N:13]([C:19]1[CH:20]=[C:21]([CH:26]=[CH:27][C:28]=1[CH3:29])[C:22]([O:24][CH3:25])=[O:23])[C:12]2=[O:30])=[O:41] |f:1.2|. Reported procedure: To a mixture of methyl 3-[6-[(1E)-3-tert-butoxy-3-oxoprop-1-en-1-yl]-4-oxoquinazolin-3(4H)-yl]-4-methylbenzoate (1.11 g) and sodium periodate (1.24 g) in THF (20 ml) and water (6 ml) was added 2.5% wt solution of osmium tetroxide in tert-butanol (0.34 ml). The reaction was stirred at room temperature for 72 hours, diluted with THF (30 ml) and the precipitate removed by filtration. The resultant solution was concentrated and the residue dissolved in ethyl acetate, washed water/brine mixture, 10% ...